The task is: describe an organic reaction: reactants, conditions, products, and yield. This data is from the Open Reaction Database (ORD), a public repository of structured organic reaction records. The reactants are C(C)OC1=C(C=C(/C=C/C(=O)O)C=C1)C=1NC(C2=C(N1)C(=NN2C)CCC)=O ((E)-4-Ethoxy-3-(1-methyl-7-oxo-3-n-propyl-1,6-dihydro-7H-pyrazolo[4,3-d]pyrimidin-5-yl)cinnamic acid), C(C)(=O)OCC (ethyl acetate), O (water). The reagents and catalysts are [Pd] (palladium on charcoal). Run in CO (methanol). Run at time 3 hour. The product is C(C)OC1=C(C=C(C=C1)CCC(=O)O)C=1NC(C2=C(N1)C(=NN2C)CCC)=O (3-[4-Ethoxy-3-(1-methyl-7-oxo-3-n-propyl-1,6-dihydro-7H-pyrazolo[4,3-d]pyrimidin-5-yl)phenyl]propanoic acid). The yield is 54.4%. Reaction SMILES: [CH2:1]([O:3][C:4]1[CH:14]=[CH:13][C:7](/[CH:8]=[CH:9]/[C:10]([OH:12])=[O:11])=[CH:6][C:5]=1[C:15]1[NH:16][C:17](=[O:28])[C:18]2[N:23]([CH3:24])[N:22]=[C:21]([CH2:25][CH2:26][CH3:27])[C:19]=2[N:20]=1)[CH3:2].C(OCC)(=O)C.O>CO.[Pd]>[CH2:1]([O:3][C:4]1[CH:14]=[CH:13][C:7]([CH2:8][CH2:9][C:10]([OH:12])=[O:11])=[CH:6][C:5]=1[C:15]1[NH:16][C:17](=[O:28])[C:18]2[N:23]([CH3:24])[N:22]=[C:21]([CH2:25][CH2:26][CH3:27])[C:19]=2[N:20]=1)[CH3:2]. Reported procedure: A solution of (E)-4-Ethoxy-3-(1-methyl-7-oxo-3-n-propyl-1,6-dihydro-7H-pyrazolo[4,3-d]pyrimidin-5-yl)cinnamic acid (0.426 g, 0.0011 mol) in a mixture of methanol (28.5 ml), ethyl acetate (100 ml) and water (1.5 ml), was stirred with 5% palladium on charcoal catalyst (0.05 g) under a hydrogen atmosphere at room temperature and pressure for 3 hours. The catalyst was removed by filtration and the solvent removed by evaporation under vacuum. Crystallisation of the residue from ethyl acetate-hexane g... Reactants: C1CCOC1, CCC(C)Oc1cc(OCc2ccccc2)cc(C(=O)Nc2ccn(C)n2)c1, CCO, [H][H]. The product is CCC(C)Oc1cc(O)cc(C(=O)Nc2ccn(C)n2)c1. Reaction SMILES: [CH2:31]1[O:32][CH2:33][CH2:34][CH2:35]1.[CH3:1][CH:2]([CH2:3][CH3:4])[O:5][c:6]1[cH:7][c:8]([C:9](=[O:10])[NH:11][c:12]2[n:13][n:14]([CH3:17])[cH:15][cH:16]2)[cH:18][c:19]([O:21][CH2:22][c:23]2[cH:24][cH:25][cH:26][cH:27][cH:28]2)[cH:20]1.[CH3:36][CH2:37][OH:38].[H:29][H:30]>>[CH3:1][CH:2]([CH2:3][CH3:4])[O:5][c:6]1[cH:7][c:8]([C:9](=[O:10])[NH:11][c:12]2[n:13][n:14]([CH3:17])[cH:15][cH:16]2)[cH:18][c:19]([OH:21])[cH:20]1. Reactants: C(C)(C)(C)OC(COC1=C(C(=O)OCC2=CC=CC=C2)C=CC=C1)=O (benzyl 2-(2-tert-butoxy-2-oxoethoxy)benzoate). The reagents and catalysts are [Pd] (Pd/C). The solvent is C1CCOC1 (THF). The product is C(C)(C)(C)OC(COC1=C(C(=O)O)C=CC=C1)=O (2-(2-tert-butoxy-2-oxoethoxy)benzoic acid). Yield: 105.3%. RXN SMILES: [C:1]([O:5][C:6](=[O:25])[CH2:7][O:8][C:9]1[CH:24]=[CH:23][CH:22]=[CH:21][C:10]=1[C:11]([O:13]CC1C=CC=CC=1)=[O:12])([CH3:4])([CH3:3])[CH3:2]>[Pd].C1COCC1>[C:1]([O:5][C:6](=[O:25])[CH2:7][O:8][C:9]1[CH:24]=[CH:23][CH:22]=[CH:21][C:10]=1[C:11]([OH:13])=[O:12])([CH3:4])([CH3:2])[CH3:3]. Procedure: Method C with benzyl 2-hydroxybenzoate (1.05 mL, 5.2 mmol) and tert-butyl 2-bromoacetate (in place of Boc-aminoethylbromide) afforded benzyl 2-(2-tert-butoxy-2-oxoethoxy)benzoate (1.82 g, 98%) as a amber oil. 1H NMR (300 MHz, DMSO-d6) δ 7.69 (dd, J=7.6, 1.3 Hz, 1H), 7.65-7.42 (m, 3H), 7.42-7.19 (m, 3H), 7.13-6.97 (m, 2H), 5.31 (s, 2H), 4.76 (s, 2H), 1.40 (s, 9H); 13C NMR (75 MHz, DMSO-d6) δ 167.4, 165.4, 156.7, 136.2, 133.3, 130.7, 128.4, 127.9, 127.7, 120.8, 120.5, 113.5, 81.5, 65.9, 65.5, 27.6... The reactants are C(O)([O-])=O.[Na+] (sodium hydrogencarbonate), C(OC1=CC=CC=C1)(OC1=CC=CC=C1)=O (diphenyl carbonate). The product is C(C(=O)OC1=CC=CC=C1)(=O)OC1=CC=CC=C1 (diphenyl oxalate). RXN SMILES: [C:1](=[O:4])([O-:3])O.[Na+].[C:6](=O)([O:14]C1C=CC=CC=1)[O:7][C:8]1[CH:13]=[CH:12][CH:11]=[CH:10][CH:9]=1>>[C:6]([O:7][C:8]1[CH:13]=[CH:12][CH:11]=[CH:10][CH:9]=1)(=[O:14])[C:1]([O:3][C:8]1[CH:13]=[CH:12][CH:11]=[CH:10][CH:9]=1)=[O:4] |f:0.1|. Procedure: 400 parts of an aqueous solution of sodium hydrogencarbonate having a pH of 8 were added to 200 parts of diphenyl carbonate, obtained through the decarbonylation reaction of diphenyl oxalate using tetraphenyl phosphonium chloride as a catalyst, and the mixture was heated to 90° C. and stirred for 1 hour to obtain diphenyl carbonate containing 1.3 ppm of hydrolyzable chlorine. The reactants are N1=CC(=CC=C1)C=1NC2=CC=C(C=C2C1)C#N (2-pyridin-3-yl-1H-indole-5-carbonitrile), [H-].[Na+] (sodium hydride), CC=1C=C(C(=O)Cl)C=C(C1)C (3,5-Dimethyl-benzoyl chloride). Solvent: C1CCOC1 (THF), C1CCOC1 (THF). Conditions: temperature 0 celsius, time 10 minute. Yields the product CC=1C=C(C(=O)N2C(=CC3=CC(=CC=C23)C#N)C=2C=NC=CC2)C=C(C1)C (1-(3,5-dimethyl-benzoyl)-2-pyridine-3-yl-1H-indole-5-carbonitrile). As a reaction SMILES: [N:1]1[CH:6]=[CH:5][CH:4]=[C:3]([C:7]2[NH:8][C:9]3[C:14]([CH:15]=2)=[CH:13][C:12]([C:16]#[N:17])=[CH:11][CH:10]=3)[CH:2]=1.[H-].[Na+].[CH3:20][C:21]1[CH:22]=[C:23]([CH:27]=[C:28]([CH3:30])[CH:29]=1)[C:24](Cl)=[O:25]>C1COCC1>[CH3:20][C:21]1[CH:22]=[C:23]([CH:27]=[C:28]([CH3:30])[CH:29]=1)[C:24]([N:8]1[C:9]2[C:14](=[CH:13][C:12]([C:16]#[N:17])=[CH:11][CH:10]=2)[CH:15]=[C:7]1[C:3]1[CH:2]=[N:1][CH:6]=[CH:5][CH:4]=1)=[O:25] |f:1.2|. Procedure details: To a solution of 2-pyridin-3-yl-1H-indole-5-carbonitrile (Example 8, 200 mg, 0.913 mmol) at 0° C. in THF (6 mL) is added 60% sodium hydride (72 mg, 1.826 mmol) and the mixture is stirred for 10 min at 0° C. The reaction mixture is then warmed to room temperature and stirred for 30 min. 3,5-Dimethyl-benzoyl chloride (460 mg, 2.740 mmol) in THF (2 mL) is added dropwise at 0° C. and the reaction is stirred at room temperature for 1 h. The reaction is quenched by adding saturated sodium bicarbonate.... The reactants are N1C=NC=C1 (imidazole), ClCC1=NC2=CC3=C(C=C2C(=[N+]1[O-])C1=CC2=C(C=C1)OCO2)OCO3 (2-chloromethyl-6,7-methylenedioxy-4-(3,4-methylenedioxyphenyl)quinazoline-3-oxide). Solvent: CN(C)C=O (DMF). Conditions: temperature 85 celsius, time 1.5 hour. The product is N1(C=NC=C1)CC1=NC2=CC3=C(C=C2C(=[N+]1[O-])C1=CC2=C(C=C1)OCO2)OCO3 (2-(Imidazol-1-yl)methyl-6,7-methylenedioxy-4-(3,4-methylenedioxyphenyl) quinazoline-3-oxide), solid. Reaction SMILES: Cl[CH2:2][C:3]1[N+:12]([O-:13])=[C:11]([C:14]2[CH:19]=[CH:18][C:17]3[O:20][CH2:21][O:22][C:16]=3[CH:15]=2)[C:10]2[C:5](=[CH:6][C:7]3[O:25][CH2:24][O:23][C:8]=3[CH:9]=2)[N:4]=1.[NH:26]1[CH:30]=[CH:29][N:28]=[CH:27]1>CN(C=O)C>[N:26]1([CH2:2][C:3]2[N+:12]([O-:13])=[C:11]([C:14]3[CH:19]=[CH:18][C:17]4[O:20][CH2:21][O:22][C:16]=4[CH:15]=3)[C:10]3[C:5](=[CH:6][C:7]4[O:25][CH2:24][O:23][C:8]=4[CH:9]=3)[N:4]=2)[CH:30]=[CH:29][N:28]=[CH:27]1. Procedure details: To a suspension of 2-chloromethyl-6,7-methylenedioxy-4-(3,4-methylenedioxyphenyl)quinazoline-3-oxide (192 mg, 0.53 mmol), in dry DMF (3 mL), was added imidazole (142 mg, 2.1 mmol). The mixture was stirred at 85° C. for 1.5 h and left at rt for 15 h. DMF was removed and the mixture was poured into ice-water. The precipitated solid was extracted with EtOAc. The organic layer was washed with water, brine and dried over anhydrous MgSO4. It was filtered and the solvent was removed to yield the title ... Reactants: [BH4-], CCO, [Na+], CC(C)Cn1c(=O)n(C)c(=O)c2c(SCCCO)c(C(=O)c3cccnc3)sc21. Product: CC(C)Cn1c(=O)n(C)c(=O)c2c(SCCCO)c(C(O)c3cccnc3)sc21. Reaction SMILES: [BH4-:30].[CH3:32][CH2:33][OH:34].[Na+:31].[OH:1][CH2:2][CH2:3][CH2:4][S:5][c:6]1[c:7]([C:22](=[O:23])[c:24]2[cH:25][n:26][cH:27][cH:28][cH:29]2)[s:8][c:9]2[n:10]([CH2:18][CH:19]([CH3:20])[CH3:21])[c:11](=[O:17])[n:12]([CH3:16])[c:13](=[O:15])[c:14]12>>[OH:1][CH2:2][CH2:3][CH2:4][S:5][c:6]1[c:7]([CH:22]([OH:23])[c:24]2[cH:25][n:26][cH:27][cH:28][cH:29]2)[s:8][c:9]2[n:10]([CH2:18][CH:19]([CH3:20])[CH3:21])[c:11](=[O:17])[n:12]([CH3:16])[c:13](=[O:15])[c:14]12. Procedure: Grignard reagent (ethyl magnesium bromide, 0.67 g, 5.0 ml 1M solution in THF, 5.08 mmol) was added drop wise to a stirred solution of 5-(4-chlorophenyl)-3-(4-(N-((dimethylamino)methylene)sulfamoyl)phenyl)-N-methoxy-N-methylthiophene-2-carboxamide (compound 33d, 0.5 g, 1.01 mmol) in anhydrous THF (15 ml) at 25° C. The reaction mixture was then heated to about 70 to about 75° C. for 2 hr. The progress of the reaction was monitored by TLC. After cooling the reaction mixture to 0° C., the reaction m... Reactants: Grignard reagent, ClC1=CC=C(C=C1)C1=CC(=C(S1)C(=O)N(C)OC)C1=CC=C(C=C1)S(N=CN(C)C)(=O)=O (5-(4-chlorophenyl)-3-(4-(N-((dimethylamino)methylene)sulfamoyl)phenyl)-N-methoxy-N-methylthiophene-2-carboxamide), ClC1=CC=C(C=C1)C1=CC(=C(S1)C(=O)N(C)OC)C1=CC=C(C=C1)S(N=CN(C)C)(=O)=O (5-(4-chlorophenyl)-3-(4-(N-((dimethylamino)methylene)sulfamoyl)phenyl)-N-methoxy-N-methylthiophene-2-carboxamide), C1CCOC1 (THF). The product is ClC1=CC=C(C=C1)C1=CC(=C(S1)C(CC)=O)C1=CC=C(C=C1)S(=O)(=O)N (4-(5-(4-chlorophenyl)-2-propionylthiophen-3-yl)benzenesulfonamide). Reaction conditions: temperature 0 celsius. Yield: 14.6%. RXN SMILES: [Cl:1][C:2]1[CH:7]=[CH:6][C:5]([C:8]2[S:12][C:11]([C:13](N(OC)C)=[O:14])=[C:10]([C:19]3[CH:24]=[CH:23][C:22]([S:25](=[O:32])(=[O:31])[N:26]=CN(C)C)=[CH:21][CH:20]=3)[CH:9]=2)=[CH:4][CH:3]=1.[CH2:33]1COC[CH2:34]1>>[Cl:1][C:2]1[CH:3]=[CH:4][C:5]([C:8]2[S:12][C:11]([C:13](=[O:14])[CH2:33][CH3:34])=[C:10]([C:19]3[CH:24]=[CH:23][C:22]([S:25]([NH2:26])(=[O:31])=[O:32])=[CH:21][CH:20]=3)[CH:9]=2)=[CH:6][CH:7]=1. The reactants are CC(=O)Nc1nc(C)c(-c2csc(S(=O)(=O)N3CCN(C)CC3)c2)s1, CCO, Cl. Product: Cc1nc(N)sc1-c1csc(S(=O)(=O)N2CCN(C)CC2)c1. As a reaction SMILES: [CH3:1][c:2]1[n:3][c:4]([NH:22][C:23](=[O:24])[CH3:25])[s:5][c:6]1-[c:7]1[cH:8][s:9][c:10]([S:12](=[O:13])(=[O:14])[N:15]2[CH2:16][CH2:17][N:18]([CH3:21])[CH2:19][CH2:20]2)[cH:11]1.[CH3:26][CH2:27][OH:28].[ClH:29]>>[CH3:1][c:2]1[n:3][c:4]([NH2:22])[s:5][c:6]1-[c:7]1[cH:8][s:9][c:10]([S:12](=[O:13])(=[O:14])[N:15]2[CH2:16][CH2:17][N:18]([CH3:21])[CH2:19][CH2:20]2)[cH:11]1. Reactants: CN (methylamine), BrC=1C=C(C=CC1)C1=NC=2C(=NC=CC2)N1CC(=O)O (2-(3-bromophenyl)-3H-imidazo[4,5-b]pyridine-3-acetic acid). Solvent: O1CCCC1 (tetrahydrofuran), O1CCCC1 (tetrahydrofuran). Conditions: time 4 hour. Yields the product BrC=1C=C(C=CC1)C1=NC=2C(=NC=CC2)N1CC(=O)NC (2-(3-Bromophenyl)-N-methyl-3H-imidazo[4,5-b]pyridine-3-acetamide). RXN SMILES: [Br:1][C:2]1[CH:3]=[C:4]([C:8]2[N:16]([CH2:17][C:18]([OH:20])=O)[C:11]3=[N:12][CH:13]=[CH:14][CH:15]=[C:10]3[N:9]=2)[CH:5]=[CH:6][CH:7]=1.[CH3:21][NH2:22]>O1CCCC1>[Br:1][C:2]1[CH:3]=[C:4]([C:8]2[N:16]([CH2:17][C:18]([NH:22][CH3:21])=[O:20])[C:11]3=[N:12][CH:13]=[CH:14][CH:15]=[C:10]3[N:9]=2)[CH:5]=[CH:6][CH:7]=1. Reported procedure: A suspension of 2-(3-bromophenyl)-3H-imidazo[4,5-b]pyridine-3-acetic acid (6.0 g, 0.018 mole) 1,1'-carbonyldiimidazole (2.9 g, 0.018 mole), and anhydrous tetrahydrofuran (200 ml) was stirred at room temperature with a stream of nitrogen bubbling through for 4 hours. The nitrogen flow was stopped and a solution of methylamine in tetrahydrofuran (36 ml of 1M) was added. The solution was stirred at room temperature under nitrogen for 1/2 hour. The reaction mixture was filtered and concentrated in v...